Dataset: the Open Reaction Database (ORD), a public repository of structured organic reaction records. Task: describe an organic reaction: reactants, conditions, products, and yield The reactants are ClC1=NC=NC(=C1F)Cl (4,6-dichloro-5-fluoropyrimidine), C([O-])([O-])=O.[K+].[K+] (potassium carbonate), Cl.CC1NCCC(CC1)C (2,5-dimethylhexahydro-1H-azepine hydrochloride), [Cl-].[NH4+] (ammonium chloride). Solvent: C(C)#N (acetonitrile). Reaction conditions: temperature 80 celsius, time 5 hour. The product is ClC1=C(C(=NC=N1)N1C(CCC(CC1)C)C)F (1-(6-chloro-5-fluoro pyrimidin-4-yl)-2,5-dimethylhexahydro-1H-azepine). Yield: 97.2%. As a reaction SMILES: Cl[C:2]1[C:7]([F:8])=[C:6]([Cl:9])[N:5]=[CH:4][N:3]=1.C(=O)([O-])[O-].[K+].[K+].Cl.[CH3:17][CH:18]1[CH2:24][CH2:23][CH:22]([CH3:25])[CH2:21][CH2:20][NH:19]1.[Cl-].[NH4+]>C(#N)C>[Cl:9][C:6]1[N:5]=[CH:4][N:3]=[C:2]([N:19]2[CH2:20][CH2:21][CH:22]([CH3:25])[CH2:23][CH2:24][CH:18]2[CH3:17])[C:7]=1[F:8] |f:1.2.3,4.5,6.7|. Procedure details: Into 3 ml of acetonitrile were added 0.2 g of 4,6-dichloro-5-fluoropyrimidine, 0.50 g of potassium carbonate and 0.24 g of 2,5-dimethylhexahydro-1H-azepine hydrochloride, and the mixture was stirred for 5 hours at 80° C. The reaction mixture was cooled to near room temperature, a saturated ammonium chloride aqueous solution was added therein, and the mixture was extracted with tert-butyl methyl ether three times. The organic layers were washed with a saturated sodium chloride aqueous solution, d... The reactants are C1(CCCC1)O (cyclopentanol), C(CCC)P(CCCC)CCCC (tributylphosphine), N(=NC(=O)OC(C)C)C(=O)OC(C)C (diisopropyl azodicarboxylate), CC(C(=O)C1=CN(C=2N=CC(NC21)=O)COCC[Si](C)(C)C)(C)C (7-(2,2-dimethyl-propionyl)-5-(2-trimethylsilanyl-ethoxymethyl)-1,5-dihydro-pyrrolo[2,3-b]pyrazin-2-one), C1(CCCC1)O (cyclopentanol), C(CCC)P(CCCC)CCCC (tributylphosphine), N(=NC(=O)OC(C)C)C(=O)OC(C)C (diisopropyl azodicarboxylate). Solvent: O1CCCC1 (tetrahydrofuran). Reaction conditions: temperature 65 celsius, time 2.5 hour. Product: EtOAc hexanes, C1(CCCC1)OC=1N=C2C(=NC1)N(C=C2C(C(C)(C)C)=O)COCC[Si](C)(C)C (1-[2-cyclopentyloxy-5-(2-trimethylsilanyl-ethoxymethyl)-5H-pyrrolo[2,3-b]pyrazin-7-yl]-2,2-dimethyl-propan-1-one). The yield is 49.6%. RXN SMILES: [CH3:1][C:2]([CH3:24])([CH3:23])[C:3]([C:5]1[C:13]2[NH:12][C:11](=[O:14])[CH:10]=[N:9][C:8]=2[N:7]([CH2:15][O:16][CH2:17][CH2:18][Si:19]([CH3:22])([CH3:21])[CH3:20])[CH:6]=1)=[O:4].[CH:25]1(O)[CH2:29][CH2:28][CH2:27][CH2:26]1.C(P(CCCC)CCCC)CCC.N(C(OC(C)C)=O)=NC(OC(C)C)=O>O1CCCC1>[CH:25]1([O:14][C:11]2[N:12]=[C:13]3[C:5]([C:3](=[O:4])[C:2]([CH3:24])([CH3:23])[CH3:1])=[CH:6][N:7]([CH2:15][O:16][CH2:17][CH2:18][Si:19]([CH3:20])([CH3:22])[CH3:21])[C:8]3=[N:9][CH:10]=2)[CH2:29][CH2:28][CH2:27][CH2:26]1. Reported procedure: A solution of 7-(2,2-dimethyl-propionyl)-5-(2-trimethylsilanyl-ethoxymethyl)-1,5-dihydro-pyrrolo[2,3-b]pyrazin-2-one (0.029 g, 0.082 mmol), 1 mL of tetrahydrofuran, cyclopentanol (0.010 mL, 0.11 mmol), tributylphosphine (0.025 mL, 0.1 mmol), and diisopropyl azodicarboxylate (0.020 mL, 0.10 mmol) under nitrogen was stirred at 65° C. for 17.5 h then allowed to cool. Additional cyclopentanol (0.020 mL, 0.22 mmol), tributylphosphine (0.050 mL, 0.20 mmol), and diisopropyl azodicarboxylate (0.040 mL, ... Reactants: C(C)OC([C@H](CC1=CC=C(C=C1)OCCBr)OC)=O ((2S)-3-[4-(2-bromo-ethoxy)-phenyl]-2-methoxy-propionic acid ethyl ester), COC=1C=C(C=CC1)O (3-methoxy-phenol), CO[C@H](C(=O)O)CC1=CC=C(C=C1)OCCCOC1=CC=CC=C1 ((2S)-2-methoxy-3-[4-(3-phenoxy-propoxy)-phenyl]-propionic acid). The product is CO[C@H](C(=O)O)CC1=CC=C(C=C1)OCCC1=CC(=CC=C1)OC ((2S)-2-methoxy-3-{4-[2-(3-methoxy-phenyl)-ethoxy]-phenyl}-propionic acid). Reaction SMILES: C([O:3][C:4](=[O:19])[C@@H:5]([O:17][CH3:18])[CH2:6][C:7]1[CH:12]=[CH:11][C:10]([O:13][CH2:14][CH2:15]Br)=[CH:9][CH:8]=1)C.[CH3:20][O:21][C:22]1[CH:23]=[C:24](O)[CH:25]=[CH:26][CH:27]=1.CO[C@@H](CC1C=CC(OCCCOC2C=CC=CC=2)=CC=1)C(O)=O>>[CH3:18][O:17][C@@H:5]([CH2:6][C:7]1[CH:8]=[CH:9][C:10]([O:13][CH2:14][CH2:15][C:26]2[CH:25]=[CH:24][CH:23]=[C:22]([O:21][CH3:20])[CH:27]=2)=[CH:11][CH:12]=1)[C:4]([OH:3])=[O:19]. Procedure: The title compound was prepared from (2S)-3-[4-(2-bromo-ethoxy)-phenyl]-2-methoxy-propionic acid ethyl ester (Example 283, Step 2) and 3-methoxy-phenol via the same procedure used for the preparation of (2S)-2-methoxy-3-[4-(3-phenoxy-propoxy)-phenyl]-propionic acid (Example 285, Step 1), to produce a white solid. MS (ES) for C19H22O6 [M−H]−: 345.3.